From a dataset of the Open Reaction Database (ORD), a public repository of structured organic reaction records. describe an organic reaction: reactants, conditions, products, and yield Starting materials: NCC=1SC=C(N1)C=1N=C(SC1)N=C(N)N (4-(2-aminomethylthiazol-4-yl)-2-(diaminomethyleneamino)thiazole), [O-]C#N.[K+] (potassium cyanate). Solvent: O (water). Run at time 1 hour. Yields the product NC(N)=NC=1SC=C(N1)C=1N=C(SC1)CNC(=O)N (2-(diaminomethyleneamino)-4-(2-ureidomethylthiazol-4-yl)thiazole). The yield is 29.9%. As a reaction SMILES: [NH2:1][CH2:2][C:3]1[S:4][CH:5]=[C:6]([C:8]2[N:9]=[C:10]([N:13]=[C:14]([NH2:16])[NH2:15])[S:11][CH:12]=2)[N:7]=1.[O-:17][C:18]#[N:19].[K+]>O>[NH2:15][C:14](=[N:13][C:10]1[S:11][CH:12]=[C:8]([C:6]2[N:7]=[C:3]([CH2:2][NH:1][C:18]([NH2:19])=[O:17])[S:4][CH:5]=2)[N:9]=1)[NH2:16] |f:1.2|. Procedure details: A solution of 4-(2-aminomethylthiazol-4-yl)-2-(diaminomethyleneamino)thiazole (1.0 g) and potassium cyanate (0.5 g) in water (50 ml) was stirred for 3.5 hours at room temperature. The resulting precipitate was collected by filtration. The precipitate was suspended in water (30 ml) and then a saturated aqueous potassium carbonate solution (20 ml) was added. The mixture was stirred for 1 hour at room temperature. The resulting precipitate was collected by filtration. Recrystallization from a mixtu... Yields the product CCCCCCC(C)(C)c1ccc(C2CC(=O)CC(C)C2)c(OCc2ccccc2)c1. Reaction SMILES: [CH2:1]([c:2]1[cH:3][cH:4][cH:5][cH:6][cH:7]1)[O:8][c:9]1[c:10]([CH:24]2[CH2:25][C:26]([CH3:31])=[CH:27][C:28](=[O:30])[CH2:29]2)[cH:11][cH:12][c:13]([C:15]([CH2:16][CH2:17][CH2:18][CH2:19][CH2:20][CH3:21])([CH3:22])[CH3:23])[cH:14]1.[H:32][H:33].[OH2:35].[Pd:34]>>[CH2:1]([c:2]1[cH:3][cH:4][cH:5][cH:6][cH:7]1)[O:8][c:9]1[c:10]([CH:24]2[CH2:25][CH:26]([CH3:31])[CH2:27][C:28](=[O:30])[CH2:29]2)[cH:11][cH:12][c:13]([C:15]([CH2:16][CH2:17][CH2:18][CH2:19][CH2:20][CH3:21])([CH3:22])[CH3:23])[cH:14]1. Starting materials: CCCCCCC(C)(C)c1ccc(C2CC(=O)C=C(C)C2)c(OCc2ccccc2)c1, [H][H], O, [Pd]. Starting materials: CCN=C=NCCCN(C)C, CC#N, Cl, O=C(O)c1ccc(F)c2ccccc12, NC(Cc1cccc(OCC(F)(F)C(F)F)c1)C(O)c1ccc(F)cc1, O, On1nnc2ccccc21. Yields the product O=C(NC(Cc1cccc(OCC(F)(F)C(F)F)c1)C(O)c1ccc(F)cc1)c1ccc(F)c2ccccc12. As a reaction SMILES: [CH2:42]([N:43]=[C:44]=[N:45][CH2:46][CH2:47][CH2:48][N:49]([CH3:50])[CH3:51])[CH3:52].[CH3:63][C:64]#[N:65].[ClH:41].[F:27][c:28]1[cH:29][cH:30][c:31]([C:38](=[O:39])[OH:40])[c:32]2[cH:33][cH:34][cH:35][cH:36][c:37]12.[NH2:1][CH:2]([CH:3]([OH:4])[c:5]1[cH:6][cH:7][c:8]([F:11])[cH:9][cH:10]1)[CH2:12][c:13]1[cH:14][c:15]([O:19][CH2:20][C:21]([CH:22]([F:23])[F:24])([F:25])[F:26])[cH:16][cH:17][cH:18]1.[OH2:66].[OH:53][n:54]1[c:55]2[cH:56][cH:57][cH:58][cH:59][c:60]2[n:61][n:62]1>>[NH:1]([CH:2]([CH:3]([OH:4])[c:5]1[cH:6][cH:7][c:8]([F:11])[cH:9][cH:10]1)[CH2:12][c:13]1[cH:14][c:15]([O:19][CH2:20][C:21]([CH:22]([F:23])[F:24])([F:25])[F:26])[cH:16][cH:17][cH:18]1)[C:38]([c:31]1[cH:30][cH:29][c:28]([F:27])[c:37]2[c:32]1[cH:33][cH:34][cH:35][cH:36]2)=[O:39]. Run at time 1 hour. Starting materials: COC(CS(=O)(=O)C1=CC=CC=C1)=O (benzenesulfonyl-acetic acid methyl ester), O.NN (hydrazine hydrate). Reaction SMILES: C[O:2][C:3](=O)[CH2:4][S:5]([C:8]1[CH:13]=[CH:12][CH:11]=[CH:10][CH:9]=1)(=[O:7])=[O:6].O.[NH2:16][NH2:17]>CO>[C:8]1([S:5]([CH2:4][C:3]([NH:16][NH2:17])=[O:2])(=[O:7])=[O:6])[CH:13]=[CH:12][CH:11]=[CH:10][CH:9]=1 |f:1.2|. Yield: 99.4%. Reported procedure: To a stirred solution of 5.0 g (0.023 mol) of benzenesulfonyl-acetic acid methyl ester in 10 mL of MeOH at RT, 3.50 g (0.070 mol, 3 eq) of hydrazine hydrate were added. After one hour, the solvent and the excess of hydrazine were removed under reduced pressure, yielding 4.90 g (quantitative) of benzenesulfonyl-acetic acid hydrazide as a colorless oil, MS: 232 (MNH4+). Run in CO (MeOH). Product: C1(=CC=CC=C1)S(=O)(=O)CC(=O)NN (benzenesulfonyl-acetic acid hydrazide). The reactants are C(C)(C)C1=CC(=CC2=C1C(N(S2(=O)=O)COC2=CC(=NN2C2=CC=CC=C2)C(F)(F)F)=O)O (4-isopropyl-6-hydroxy-2-(1-phenyl-3-trifluoromethylpyrazol-5-yl-oxymethyl)-1,2-benzisothiazol-3(2H)-one 1,1-dioxide), C1(=CC=CC=C1)COC(C(CCO)(C)C)=O (4-hydroxy-2,2-dimethylbutyric acid phenylmethyl ester), CCOC(=O)/N=N/C(=O)OCC (DEAD), P(C1=CC=CC=C1)(C1=CC=CC=C1)C1=CC=CC=C1 ((Ph)3P). Solvent: C1CCOC1 (THF), 00C. Run at time 8 hour. The product is C(C)(C)C1=CC(=CC2=C1C(N(S2(=O)=O)COC2=CC(=NN2C2=CC=CC=C2)C(F)(F)F)=O)OCCC(C)(C(=O)OCC2=CC=CC=C2)C (4-isopropyl-6-[3-methyl-3-(phenylmethyloxycarbonyl)butoxy]-2-(1-phenyl-3-trifluoromethylpyrazol-5-yl-oxymethyl)-1,2-benzisothiazol-3 (2H)-one 1,1-dioxide). The yield is 36.6%. Reaction SMILES: [CH:1]([C:4]1[C:9]2[C:10](=[O:32])[N:11]([CH2:15][O:16][C:17]3[N:21]([C:22]4[CH:27]=[CH:26][CH:25]=[CH:24][CH:23]=4)[N:20]=[C:19]([C:28]([F:31])([F:30])[F:29])[CH:18]=3)[S:12](=[O:14])(=[O:13])[C:8]=2[CH:7]=[C:6]([OH:33])[CH:5]=1)([CH3:3])[CH3:2].[C:34]1([CH2:40][O:41][C:42](=[O:49])[C:43]([CH3:48])([CH3:47])[CH2:44][CH2:45]O)[CH:39]=[CH:38][CH:37]=[CH:36][CH:35]=1.CCOC(/N=N/C(OCC)=O)=O.P(C1C=CC=CC=1)(C1C=CC=CC=1)C1C=CC=CC=1>C1COCC1>[CH:1]([C:4]1[C:9]2[C:10](=[O:32])[N:11]([CH2:15][O:16][C:17]3[N:21]([C:22]4[CH:27]=[CH:26][CH:25]=[CH:24][CH:23]=4)[N:20]=[C:19]([C:28]([F:29])([F:30])[F:31])[CH:18]=3)[S:12](=[O:14])(=[O:13])[C:8]=2[CH:7]=[C:6]([O:33][CH2:45][CH2:44][C:43]([CH3:48])([C:42]([O:41][CH2:40][C:34]2[CH:39]=[CH:38][CH:37]=[CH:36][CH:35]=2)=[O:49])[CH3:47])[CH:5]=1)([CH3:3])[CH3:2]. Procedure details: A mixture of 4-isopropyl-6-hydroxy-2-(1-phenyl-3-trifluoromethylpyrazol-5-yl-oxymethyl)-1,2-benzisothiazol-3(2H)-one 1,1-dioxide (7 g; 14.55 mmol), 4-hydroxy-2,2-dimethylbutyric acid phenylmethyl ester (3.88 g;17.46 mmol), DEAD (3.04 g; 17.46 mmol) was dissolved in 180 ml of THF at 00C and then (Ph)3P (4.575 g; 17.46 mmol) was added at 0° C. The above mixture was stirred overnight at room temperature and concentrated in vacuo, and the residue was purified by column chromatography (2×, silica gel... Starting materials: N1(CCCC1)CC1CCN(CC1)C1=CC(=C(C=O)C=C1)C(F)(F)F (4-(4-Pyrrolidin-1-ylmethyl-piperidin-1-yl)-2-trifluoromethyl-benzaldehyde), OC1CCNCC1 (4-hydroxypiperidine). Product: N1(CCCC1)CC1CCN(CC1)C1=CC(=C(CN2CCCCC2)C=C1)C(F)(F)F (1-[4-(4-Pyrrolidin-1-ylmethyl-piperidin-1-yl)-2-trifluoromethyl-benzyl]-piperidine). RXN SMILES: [N:1]1([CH2:6][CH:7]2[CH2:12][CH2:11][N:10]([C:13]3[CH:20]=[CH:19][C:16]([CH:17]=O)=[C:15]([C:21]([F:24])([F:23])[F:22])[CH:14]=3)[CH2:9][CH2:8]2)[CH2:5][CH2:4][CH2:3][CH2:2]1.O[CH:26]1[CH2:31][CH2:30][NH:29][CH2:28][CH2:27]1>>[N:1]1([CH2:6][CH:7]2[CH2:12][CH2:11][N:10]([C:13]3[CH:20]=[CH:19][C:16]([CH2:17][N:29]4[CH2:30][CH2:31][CH2:26][CH2:27][CH2:28]4)=[C:15]([C:21]([F:24])([F:23])[F:22])[CH:14]=3)[CH2:9][CH2:8]2)[CH2:5][CH2:4][CH2:3][CH2:2]1. Procedure: Prepared from the product of Example 65 and 4-hydroxypiperidine. Reactants: CCOC(=O)C(C)=P(c1ccccc1)(c1ccccc1)c1ccccc1, CC(C)(C)C1CCC(C=O)CC1, Cc1ccccc1, CO, O, O=C(O)c1ccccc1. Product: CCOC(=O)C(C)=CC1CCC(C(C)(C)C)CC1. Reaction SMILES: [C:13](=[O:14])([O:15][CH2:16][CH3:17])[C:18]([CH3:19])=[P:20]([c:21]1[cH:22][cH:23][cH:24][cH:25][cH:26]1)([c:27]1[cH:28][cH:29][cH:30][cH:31][cH:32]1)[c:33]1[cH:34][cH:35][cH:36][cH:37][cH:38]1.[C:1]([CH3:2])([CH3:3])([CH3:4])[CH:5]1[CH2:6][CH2:7][CH:8]([CH:11]=[O:12])[CH2:9][CH2:10]1.[CH3:48][c:49]1[cH:50][cH:51][cH:52][cH:53][cH:54]1.[CH3:56][OH:57].[OH2:55].[OH:39][C:40]([c:41]1[cH:42][cH:43][cH:44][cH:45][cH:46]1)=[O:47]>>[C:1]([CH3:2])([CH3:3])([CH3:4])[CH:5]1[CH2:6][CH2:7][CH:8]([CH:11]=[C:18]([C:13](=[O:14])[O:15][CH2:16][CH3:17])[CH3:19])[CH2:9][CH2:10]1. Starting materials: C1(CCCCC1)[C@@H]1CC[C@H](CC1)OC=1C(=C2C=CC(=CC2=CC1)[C@@](CO)(C)NC(OC(C)(C)C)=O)C(F)(F)F (tert-Butyl (R)-2-(6-(trans-4-cyclohexylcyclohexyloxy)-5-(trifluoromethyl)naphthalen-2-yl)-1-hydroxypropan-2-ylcarbamate), C(C)N(P(OC(C)(C)C)OC(C)(C)C)CC (di-tert-butyl N,N-diethylphosphoramidite), N1N=NN=C1 (1H-tetrazole), O1CCCC1 (tetrahydrofuran), OO (hydrogen peroxide), O (water), S(=S)(=O)([O-])[O-].[Na+].[Na+] (sodium thiosulfate). Reaction conditions: temperature 23 celsius, time 1 hour. The product is C1(CCCCC1)[C@@H]1CC[C@H](CC1)OC=1C(=C2C=CC(=CC2=CC1)[C@@](COP(=O)(OC(C)(C)C)OC(C)(C)C)(C)NC(OC(C)(C)C)=O)C(F)(F)F (tert-butyl (R)-2-(6-(trans-4-cyclohexylcyclohexyloxy)-5-(trifluoromethyl)naphthalen-2-yl)-1-(di-tert-butoxyphosphoryloxy)propan-2-ylcarbamate). Isolated yield 80.0%. RXN SMILES: [CH:1]1([C@H:7]2[CH2:12][CH2:11][C@H:10]([O:13][C:14]3[C:15]([C:36]([F:39])([F:38])[F:37])=[C:16]4[C:21](=[CH:22][CH:23]=3)[CH:20]=[C:19]([C@:24]([NH:28][C:29](=[O:35])[O:30][C:31]([CH3:34])([CH3:33])[CH3:32])([CH3:27])[CH2:25][OH:26])[CH:18]=[CH:17]4)[CH2:9][CH2:8]2)[CH2:6][CH2:5][CH2:4][CH2:3][CH2:2]1.C(N(CC)[P:43]([O:49][C:50]([CH3:53])([CH3:52])[CH3:51])[O:44][C:45]([CH3:48])([CH3:47])[CH3:46])C.N1C=NN=N1.[O:61]1CCCC1.OO.O.S([O-])([O-])(=O)=S.[Na+].[Na+]>>[CH:1]1([C@H:7]2[CH2:12][CH2:11][C@H:10]([O:13][C:14]3[C:15]([C:36]([F:37])([F:38])[F:39])=[C:16]4[C:21](=[CH:22][CH:23]=3)[CH:20]=[C:19]([C@:24]([NH:28][C:29](=[O:35])[O:30][C:31]([CH3:33])([CH3:34])[CH3:32])([CH3:27])[CH2:25][O:26][P:43]([O:44][C:45]([CH3:46])([CH3:47])[CH3:48])([O:49][C:50]([CH3:51])([CH3:52])[CH3:53])=[O:61])[CH:18]=[CH:17]4)[CH2:9][CH2:8]2)[CH2:6][CH2:5][CH2:4][CH2:3][CH2:2]1 |f:6.7.8|. Procedure details: tert-Butyl (R)-2-(6-(trans-4-cyclohexylcyclohexyloxy)-5-(trifluoromethyl)naphthalen-2-yl)-1-hydroxypropan-2-ylcarbamate was then treated with di-tert-butyl N,N-diethylphosphoramidite (66.6 mg, 0.000267 mol) and 1H-tetrazole (23.4 mg, 0.000334 mol) in tetrahydrofuran (2 mL, 0.03 mol) at 23° C. for 8 hours. 9 M of hydrogen peroxide in water (0.0296 mL, 0.000267 mol) was added to the reaction mixture at −20° C., and the reaction mixture was then stirred for 1 hour at 23° C., followed by sodium thio... Reactants: C(C)(C)(C)OC(N(C1=CC=NC=C1)CCOC1=CC(=CC(=C1)C(N(C(C)C)CCC#N)=O)Cl)=O ((2-{3-chloro-5-[(2-cyano-ethyl)-isopropyl-carbamoyl]-phenoxy}-ethyl)-pyridin-4-yl-carbamic acid tert-butyl ester), FC(C(=O)O)(F)F (trifluoroacetic acid). Run in ClCCl (dichloromethane). Run at time 12 hour. Product: FC(C(=O)O)(F)F.C(N)(=O)CCN(C(C1=CC(=CC(=C1)OCCNC1=CC=NC=C1)Cl)=O)C(C)C (N-(2-Carbamoyl-ethyl)-3-chloro-N-isopropyl-5-[2-(pyridin-4-ylamino)-ethoxy]-benzamide trifluoroacetate). Reaction SMILES: C(OC(=O)[N:7]([CH2:14][CH2:15][O:16][C:17]1[CH:22]=[C:21]([C:23](=[O:32])[N:24]([CH2:28][CH2:29][C:30]#[N:31])[CH:25]([CH3:27])[CH3:26])[CH:20]=[C:19]([Cl:33])[CH:18]=1)[C:8]1[CH:13]=[CH:12][N:11]=[CH:10][CH:9]=1)(C)(C)C.[F:35][C:36]([F:41])([F:40])[C:37]([OH:39])=[O:38]>ClCCl>[F:35][C:36]([F:41])([F:40])[C:37]([OH:39])=[O:38].[C:30]([CH2:29][CH2:28][N:24]([CH:25]([CH3:27])[CH3:26])[C:23](=[O:32])[C:21]1[CH:22]=[C:17]([O:16][CH2:15][CH2:14][NH:7][C:8]2[CH:13]=[CH:12][N:11]=[CH:10][CH:9]=2)[CH:18]=[C:19]([Cl:33])[CH:20]=1)(=[O:38])[NH2:31] |f:3.4|. Procedure details: A solution of (2-{3-chloro-5-[(2-cyano-ethyl)-isopropyl-carbamoyl]-phenoxy}-ethyl)-pyridin-4-yl-carbamic acid tert-butyl ester (0.071 g) in a mixture of dichloromethane (4 ml) and trifluoroacetic acid (1 ml) was stored at room temperature for 12 h and then concentrated under reduced pressure. The residue was subjected to preparative hplc and the title compound (0.045 g) was obtained as a yellow oil by concentration of the required fraction under reduced pressure and drying by repetitive addition... Starting materials: ClCC1=CC=C(C=C1)C1=CC2=NC=CC(=C2S1)OC1=C(C=C(C=C1)[N+](=O)[O-])F (2-(4-(Chloromethyl)phenyl)-7-(2-fluoro-4-nitrophenoxy)thieno[3,2-b]pyridine), N1CCCC1 (pyrrolidine). Run in CC(C)O (iPrOH). The product is FC1=C(OC2=C3C(=NC=C2)C=C(S3)C3=CC=C(C=C3)CN3CCCC3)C=CC(=C1)[N+](=O)[O-] (7-(2-Fluoro-4-nitrophenoxy)-2-(4-(pyrrolidin-1-ylmethyl)phenyl)thieno[3,2-b]pyridine). The yield is 45.0%. Reaction SMILES: Cl[CH2:2][C:3]1[CH:8]=[CH:7][C:6]([C:9]2[S:17][C:16]3[C:11](=[N:12][CH:13]=[CH:14][C:15]=3[O:18][C:19]3[CH:24]=[CH:23][C:22]([N+:25]([O-:27])=[O:26])=[CH:21][C:20]=3[F:28])[CH:10]=2)=[CH:5][CH:4]=1.[NH:29]1[CH2:33][CH2:32][CH2:31][CH2:30]1>CC(O)C>[F:28][C:20]1[CH:21]=[C:22]([N+:25]([O-:27])=[O:26])[CH:23]=[CH:24][C:19]=1[O:18][C:15]1[CH:14]=[CH:13][N:12]=[C:11]2[CH:10]=[C:9]([C:6]3[CH:5]=[CH:4][C:3]([CH2:2][N:29]4[CH2:33][CH2:32][CH2:31][CH2:30]4)=[CH:8][CH:7]=3)[S:17][C:16]=12. Procedure details: To a suspension of 52 (444 mg, 0.98 mmol, crude material from the previous step) in iPrOH (10 ml) was added pyrrolidine (210 mg, 2.96 mmol) and the reaction mixture was refluxed for 4 hrs. The solvent was removed under reduced pressure and the residue was dissolved in EtOAc. The solution was washed with water and the organic layer was collected, dried over anhydrous sodium sulfate and filtered. The filtrate was evaporated and the resultant oil was purified by column chromatography (eluents EtOAc...